The task is: describe an organic reaction: reactants, conditions, products, and yield. This data is from the Open Reaction Database (ORD), a public repository of structured organic reaction records. The reactants are CCCOC(=O)c1ccc(C(F)(F)F)cc1OCCC, [Li+], [OH-]. Product: CCCOc1cc(C(F)(F)F)ccc1C(=O)O. As a reaction SMILES: [CH2:1]([CH2:2][CH3:3])[O:4][C:5]([c:6]1[c:7]([O:16][CH2:17][CH2:18][CH3:19])[cH:8][c:9]([C:12]([F:13])([F:14])[F:15])[cH:10][cH:11]1)=[O:20].[Li+:22].[OH-:21]>>[O:4]=[C:5]([c:6]1[c:7]([O:16][CH2:17][CH2:18][CH3:19])[cH:8][c:9]([C:12]([F:13])([F:14])[F:15])[cH:10][cH:11]1)[OH:20]. The reactants are N=1C=CN2C1C=CC(=C2)NC(NC2=CC=C(C(=O)NCC1OCCCC1)C=C2)=O (4-(3-imidazo[1,2-a]pyridin-6-ylureido)-N-((tetrahydro-2H-pyran-2-yl)methyl)benzamide), ClN1C(CCC1=O)=O (N-chlorosuccinimide). Run in C(Cl)(Cl)Cl (chloroform). Conditions: time 16 hour. Yields the product ClC1=CN=C2N1C=C(C=C2)NC(=O)NC2=CC=C(C(=O)NCC1OCCCC1)C=C2 (4-{[(3-chloroimidazo[1,2-a]pyridin-6-yl)carbamoyl]amino}-N-(tetrahydro-2H-pyran-2-ylmethyl)benzamide). Reaction SMILES: [N:1]1[CH:2]=[CH:3][N:4]2[CH:9]=[C:8]([NH:10][C:11](=[O:29])[NH:12][C:13]3[CH:28]=[CH:27][C:16]([C:17]([NH:19][CH2:20][CH:21]4[CH2:26][CH2:25][CH2:24][CH2:23][O:22]4)=[O:18])=[CH:15][CH:14]=3)[CH:7]=[CH:6][C:5]=12.[Cl:30]N1C(=O)CCC1=O>C(Cl)(Cl)Cl>[Cl:30][C:3]1[N:4]2[CH:9]=[C:8]([NH:10][C:11]([NH:12][C:13]3[CH:28]=[CH:27][C:16]([C:17]([NH:19][CH2:20][CH:21]4[CH2:26][CH2:25][CH2:24][CH2:23][O:22]4)=[O:18])=[CH:15][CH:14]=3)=[O:29])[CH:7]=[CH:6][C:5]2=[N:1][CH:2]=1. Procedure details: A solution of 4-(3-imidazo[1,2-a]pyridin-6-ylureido)-N-((tetrahydro-2H-pyran-2-yl)methyl)benzamide (0.016 g, 0.041 mmol) in chloroform (0.813 ml) was treated with N-chlorosuccinimide (5.70 mg, 0.043 mmol) and the reaction mixture was stirred at room temperature for 16 hours. The reaction mixture was concentrated under a stream of nitrogen and purified using normal phase chromatography to give the title compound. 1H NMR (400 MHz, DMSO-d6) δ ppm 9.11 (s, 1H), 9.02 (s, 1H), 8.89-8.85 (m, 1H), 8.35 ... Starting materials: BrC=1C(=NC(=CC1)Cl)NC(C(C)(C)C)=O (N-(3-bromo-6-chloro-2-pyridinyl)-2,2-dimethylpropanamide), [H-].[Na+] (sodium hydride), O (water), C(C=C)I (allyl iodide). Run in CN(C)C=O (DMF). Reaction conditions: time 0.25 hour. The product is BrC=1C(=NC(=CC1)Cl)N(C(C(C)(C)C)=O)CC=C (N-(3-Bromo-6-chloro-2-pyridinyl)-2,2-dimethyl-N-2-propen-1-ylpropanamide). Reaction SMILES: [Br:1][C:2]1[C:3]([NH:9][C:10](=[O:15])[C:11]([CH3:14])([CH3:13])[CH3:12])=[N:4][C:5]([Cl:8])=[CH:6][CH:7]=1.[H-].[Na+].[CH2:18](I)[CH:19]=[CH2:20].O>CN(C=O)C>[Br:1][C:2]1[C:3]([N:9]([CH2:20][CH:19]=[CH2:18])[C:10](=[O:15])[C:11]([CH3:12])([CH3:14])[CH3:13])=[N:4][C:5]([Cl:8])=[CH:6][CH:7]=1 |f:1.2|. Reported procedure: A solution of N-(3-bromo-6-chloro-2-pyridinyl)-2,2-dimethylpropanamide (2.305 g, 7.907 mmol) in DMF (40 ml) at 0° C. under argon was treated with sodium hydride (0.696 g, 17.395 mmol) and then allowed warm to rt over 0.25 h, stirred at rt for 0.25 h and then treated with allyl iodide (1.61 ml, 17.395 mmol) and stirred at rt for 1 h. The reaction was then treated with water (10 ml), concentrated to approximately 5 ml, treated with more water (200 ml) and extracted with DCM (3×200 ml). The organic...